Task: describe an organic reaction: reactants, conditions, products, and yield. Dataset: the Open Reaction Database (ORD), a public repository of structured organic reaction records Yields the product O=C(Oc1ccc(OCc2ccccc2)c([N+](=O)[O-])c1)c1ccccc1. The reactants are BrCc1ccccc1, O=C([O-])[O-], [K+], [K+], CN(C)C=O, O=C(Oc1ccc(O)c([N+](=O)[O-])c1)c1ccccc1. Reaction SMILES: [Br:20][CH2:21][c:22]1[cH:23][cH:24][cH:25][cH:26][cH:27]1.[C:28](=[O:29])([O-:30])[O-:31].[K+:32].[K+:33].[O:34]=[CH:35][N:36]([CH3:37])[CH3:38].[OH:1][c:2]1[c:3]([N+:17](=[O:18])[O-:19])[cH:4][c:5]([O:8][C:9]([c:10]2[cH:11][cH:12][cH:13][cH:14][cH:15]2)=[O:16])[cH:6][cH:7]1>>[O:1]([c:2]1[c:3]([N+:17](=[O:18])[O-:19])[cH:4][c:5]([O:8][C:9]([c:10]2[cH:11][cH:12][cH:13][cH:14][cH:15]2)=[O:16])[cH:6][cH:7]1)[CH2:21][c:22]1[cH:23][cH:24][cH:25][cH:26][cH:27]1.